Task: describe an organic reaction: reactants, conditions, products, and yield. Dataset: the Open Reaction Database (ORD), a public repository of structured organic reaction records Reactants: C1(=CC=CC=C1)C#C (phenylacetylene), C1(=CC=CC=C1)C#C (phenylacetylene), Cl[SiH](Cl)C[SiH](Cl)Cl (bis(dichlorosilyl)methane), Cl[SiH](Cl)C[SiH](Cl)Cl (bis(dichlorosilyl)methane), Pt. The solvent is C1=CC=CC=C1 (benzene), 1,1,3,3-tetramethyl-1,3-divinyl-1,3-disiloxane. Reaction conditions: time 2 hour. Yields the product Cl[Si](C=CC1=CC=CC=C1)(C[SiH](Cl)Cl)Cl (3,3,5,5-tetrachloro-1-phenyl-3,5-disilapent-1-ene). Yield: 18.9%. Reaction SMILES: [C:1]1([C:7]#[CH:8])[CH:6]=[CH:5][CH:4]=[CH:3][CH:2]=1.[Cl:9][SiH:10]([CH2:12][SiH:13]([Cl:15])[Cl:14])[Cl:11]>C1C=CC=CC=1>[Cl:9][Si:10]([Cl:11])([CH2:12][SiH:13]([Cl:15])[Cl:14])[CH:8]=[CH:7][C:1]1[CH:6]=[CH:5][CH:4]=[CH:3][CH:2]=1. Reported procedure: Hydrosilation of phenylacetylene with bis(dichlorosilyl)methane in the presence of Pt((CH2 =CHSiMe2)2O)2. Into the same apparatus as described in Example 1 were added 0.99 g of bis(dichlorosilyl)methane, 20 μl Pt((CH2 =CHSiMe2)2O)2 in 1,1,3,3-tetramethyl-1,3-divinyl-1,3-disiloxane (4 weight percent Pt), and 20 ml of dried benzene. The flask content was heated to reflux and 0.52 ml of phenylacetylene was added over a 10 minute period. The flask content was refluxed, with stirring, for another 2 h... Reactants: COc1ccc(CCCN)cc1, COC(=O)c1c(I)cccc1CBr, CCOC(C)=O, Cc1ccccc1, CCCCCC, [K+], [K+], O=C([O-])[O-]. The product is COc1ccc(CCCN2Cc3cccc(I)c3C2=O)cc1. As a reaction SMILES: [CH3:14][O:15][c:16]1[cH:17][cH:18][c:19]([CH2:22][CH2:23][CH2:24][NH2:25])[cH:20][cH:21]1.[CH3:1][O:2][C:3]([c:4]1[c:5]([CH2:11][Br:12])[cH:6][cH:7][cH:8][c:9]1[I:10])=[O:13].[CH3:32][CH2:33][O:34][C:35](=[O:36])[CH3:37].[CH3:38][c:39]1[cH:40][cH:41][cH:42][cH:43][cH:44]1.[CH3:45][CH2:46][CH2:47][CH2:48][CH2:49][CH3:50].[K+:26].[K+:27].[O-:28][C:29]([O-:30])=[O:31]>>[C:3]1(=[O:13])[c:4]2[c:5]([cH:6][cH:7][cH:8][c:9]2[I:10])[CH2:11][N:25]1[CH2:24][CH2:23][CH2:22][c:19]1[cH:18][cH:17][c:16]([O:15][CH3:14])[cH:21][cH:20]1. Starting materials: CCO, Cc1cc(Cl)c(N2C(=O)Cc3cc(C)ccc32)c(Cl)c1, Cl, [Na+], [OH-], O. The product is Cc1cc(Cl)c(Nc2ccc(C)cc2CC(=O)O)c(Cl)c1. RXN SMILES: [CH3:21][CH2:22][OH:23].[Cl:1][c:2]1[c:3]([N:10]2[C:11](=[O:20])[CH2:12][c:13]3[cH:14][c:15]([CH3:19])[cH:16][cH:17][c:18]32)[c:4]([Cl:9])[cH:5][c:6]([CH3:8])[cH:7]1.[ClH:26].[Na+:25].[OH-:24].[OH2:27]>>[Cl:1][c:2]1[c:3]([NH:10][c:18]2[c:13]([CH2:12][C:11]([OH:20])=[O:23])[cH:14][c:15]([CH3:19])[cH:16][cH:17]2)[c:4]([Cl:9])[cH:5][c:6]([CH3:8])[cH:7]1.